Dataset: the Open Reaction Database (ORD), a public repository of structured organic reaction records. Task: describe an organic reaction: reactants, conditions, products, and yield Starting materials: c1ccc(CNc2ccccc2)cc1, O=P(Cl)(Cl)C1CCCCC1. The product is O=P1(C2CCCCC2)c2ccccc2CN1c1ccccc1. As a reaction SMILES: [CH2:1]([c:2]1[cH:3][cH:4][cH:5][cH:6][cH:7]1)[NH:8][c:9]1[cH:10][cH:11][cH:12][cH:13][cH:14]1.[CH:15]1([P:21](=[O:22])([Cl:23])[Cl:24])[CH2:16][CH2:17][CH2:18][CH2:19][CH2:20]1>>[CH2:1]1[c:2]2[c:3]([cH:4][cH:5][cH:6][cH:7]2)[P:21]([CH:15]2[CH2:16][CH2:17][CH2:18][CH2:19][CH2:20]2)(=[O:22])[N:8]1[c:9]1[cH:10][cH:11][cH:12][cH:13][cH:14]1. Reactants: ClC=1C=C2C=3C=CN=CC3NC2=C(C1OC)N (6-chloro-7-methoxy-9H-β-carboline-8-ylamine), CN(CCN1CC(CC1=O)C(=O)O)C (1-(2-dimethylamino-ethyl)-5-oxo-pyrrolidine-3-carboxylic acid). Yields the product ClC=1C=C2C=3C=CN=CC3NC2=C(C1OC)NC(=O)C1CN(C(C1)=O)CCN(C)C (1-(2-dimethylamino-ethyl)-5-oxo-pyrrolidine-3-carboxylic acid (6-chloro-7-methoxy-9H-β-carbolin-8-yl)-amide). Yield: 60.0%. RXN SMILES: [Cl:1][C:2]1[CH:3]=[C:4]2[C:12](=[C:13]([NH2:17])[C:14]=1[O:15][CH3:16])[NH:11][C:10]1[CH:9]=[N:8][CH:7]=[CH:6][C:5]2=1.[CH3:18][N:19]([CH3:31])[CH2:20][CH2:21][N:22]1[C:26](=[O:27])[CH2:25][CH:24]([C:28](O)=[O:29])[CH2:23]1>>[Cl:1][C:2]1[CH:3]=[C:4]2[C:12](=[C:13]([NH:17][C:28]([CH:24]3[CH2:25][C:26](=[O:27])[N:22]([CH2:21][CH2:20][N:19]([CH3:31])[CH3:18])[CH2:23]3)=[O:29])[C:14]=1[O:15][CH3:16])[NH:11][C:10]1[CH:9]=[N:8][CH:7]=[CH:6][C:5]2=1. Reported procedure: Prepared according to Method A from 6-chloro-7-methoxy-9H-β-carboline-8-ylamine and 1-(2-dimethylamino-ethyl)-5-oxo-pyrrolidine-3-carboxylic acid in 60% yield following purification using a semi-preparative Chiralcel OD column with 85/7.5/7.5 hexane/EtOH/MeOH as the eluant. 1H-NMR (300 MHz, DMSO-d6): δ 2.44 (s, 6H), 2.75 (t, 2H), 2.88 (d, 2H), 3.56 (t, 2H), 3.66 (m, 1H), 3.85 (m, 2H), 3.90 (s, 3H), 8.03 (d, 1H), 8.21 (s, 1H), 8.28 (d,1H), 8.79 (s,1H). Retention Time (LC, method: ammonium acetate...